From a dataset of the Open Reaction Database (ORD), a public repository of structured organic reaction records. describe an organic reaction: reactants, conditions, products, and yield Starting materials: reduced sulfur, [Cr](=O)(=O)([O-])O[Cr](=O)(=O)[O-].[Na+].[Na+] (sodium dichromate), C(C)(=O)O (acetic acid). The product is [Cr](=O)(=O)([O-])O[Cr](=O)(=O)[O-].C(C)(=O)O (dichromate acetic acid). As a reaction SMILES: [Cr:1]([O:5][Cr:6]([O-:9])(=[O:8])=[O:7])([O-:4])(=[O:3])=[O:2].[Na+].[Na+].[C:12]([OH:15])(=[O:14])[CH3:13]>>[Cr:1]([O:5][Cr:6]([O-:9])(=[O:8])=[O:7])([O-:4])(=[O:3])=[O:2].[C:12]([OH:15])(=[O:14])[CH3:13] |f:0.1.2,4.5|. Procedure details: Oxidation of reduced sulfur dyes on the fabric is usually effected commercially by a short treatment in a sodium dichromate solution acidified with acetic acid. While such dichromate-acetic acid solutions produce dyed fabrics having good light and wash fastness and wet and dry crock resistance, they nevertheless are unsatisfactory in several respects. Residual chrome salts present in the dyed fibers, even after thorough washing, give the fabric a harsh feel and cause severe friction with over-he... Starting materials: C(=O)[O-].[NH4+] (Ammonium formate), C(C)(C)(C)OC(N[C@@H]1[C@@H](CCCC1)NC1=NC(=C(C=C1F)C#N)NC=1C=NC=C(C1)C1=CC(=CC=C1)[N+](=O)[O-])=O (tert-butyl((1S,2R)-2-((5-cyano-3-fluoro-6-((5-(3-nitrophenyl)pyridin-3-yl)amino)pyridin-2-yl)amino)cyclohexyl)carbamate). Reagents/catalysts: [Pd] (Pd/C). Solvent: CO (methanol). The product is C(C)(C)(C)OC(N[C@@H]1[C@@H](CCCC1)NC1=NC(=C(C=C1F)C#N)NC=1C=NC=C(C1)C1=CC(=CC=C1)N)=O (tert-butyl((1S,2R)-2-((6-((5-(3-aminophenyl)pyridin-3-yl)amino)-5-cyano-3-fluoropyridin-2-yl)amino)cyclohexyl)carbamate). Isolated yield 109.4%. As a reaction SMILES: C([O-])=O.[NH4+].[C:5]([O:9][C:10](=[O:44])[NH:11][C@H:12]1[CH2:17][CH2:16][CH2:15][CH2:14][C@H:13]1[NH:18][C:19]1[C:24]([F:25])=[CH:23][C:22]([C:26]#[N:27])=[C:21]([NH:28][C:29]2[CH:30]=[N:31][CH:32]=[C:33]([C:35]3[CH:40]=[CH:39][CH:38]=[C:37]([N+:41]([O-])=O)[CH:36]=3)[CH:34]=2)[N:20]=1)([CH3:8])([CH3:7])[CH3:6]>[Pd].CO>[C:5]([O:9][C:10](=[O:44])[NH:11][C@H:12]1[CH2:17][CH2:16][CH2:15][CH2:14][C@H:13]1[NH:18][C:19]1[C:24]([F:25])=[CH:23][C:22]([C:26]#[N:27])=[C:21]([NH:28][C:29]2[CH:30]=[N:31][CH:32]=[C:33]([C:35]3[CH:40]=[CH:39][CH:38]=[C:37]([NH2:41])[CH:36]=3)[CH:34]=2)[N:20]=1)([CH3:8])([CH3:6])[CH3:7] |f:0.1|. Procedure details: Ammonium formate (0.2 g) and 10% Pd/C (0.2 g) were added to a methanol (10 ml) solution containing tert-butyl((1S,2R)-2-((5-cyano-3-fluoro-6-((5-(3-nitrophenyl)pyridin-3-yl)amino)pyridin-2-yl)amino)cyclohexyl)carbamate (87 mg), followed by reflux with heating for 30 minutes. The reaction mixture was cooled to room temperature and filtered with Celite, the solvent was distilled away under reduced pressure, and a yellow solid of tert-butyl((1S,2R)-2-((6-((5-(3-aminophenyl)pyridin-3-yl)amino)-5-cya...